This data is from the Open Reaction Database (ORD), a public repository of structured organic reaction records. The task is: describe an organic reaction: reactants, conditions, products, and yield Reactants: FC1=CC=C(C=C1C1=CC(=CC=C1)C=O)CNC(=O)C=1C=C(C=CC1)CC1CCN(CC1)C(=O)OC(C)(C)C (1,1-dimethylethyl 4-{[3-({[(6-fluoro-3′-formyl-3-biphenylyl)methyl]amino}carbonyl)phenyl]methyl}-1-piperidinecarboxylate), C[C@@H]1N(CCNC1)C(=O)OC(C)(C)C (1,1-dimethylethyl (2S)-2-methyl-1-piperazinecarboxylate), [BH-](OC(=O)C)(OC(=O)C)OC(=O)C.[Na+] (NaB(OAc)3H). The solvent is C(Cl)Cl (CH2Cl2), ClCCl (dichloromethane). Run at time 16 hour. Product: FC1=CC=C(C=C1C1=CC(=CC=C1)CN1CCNCC1)CNC(C1=CC(=CC=C1)CC1CCNCC1)=O (N-{[6-fluoro-3′-(1-piperazinylmethyl)-3-biphenylyl]methyl}-3-(4-piperidinylmethyl)benzamide). Yield: 27.1%. Reaction SMILES: [F:1][C:2]1[C:7]([C:8]2[CH:13]=[CH:12][CH:11]=[C:10]([CH:14]=O)[CH:9]=2)=[CH:6][C:5]([CH2:16][NH:17][C:18]([C:20]2[CH:21]=[C:22]([CH2:26][CH:27]3[CH2:32][CH2:31][N:30](C(OC(C)(C)C)=O)[CH2:29][CH2:28]3)[CH:23]=[CH:24][CH:25]=2)=[O:19])=[CH:4][CH:3]=1.C[C@H:41]1[CH2:46][NH:45][CH2:44][CH2:43][N:42]1C(OC(C)(C)C)=O.[BH-](OC(C)=O)(OC(C)=O)OC(C)=O.[Na+]>C(Cl)Cl>[F:1][C:2]1[C:7]([C:8]2[CH:13]=[CH:12][CH:11]=[C:10]([CH2:14][N:42]3[CH2:43][CH2:44][NH:45][CH2:46][CH2:41]3)[CH:9]=2)=[CH:6][C:5]([CH2:16][NH:17][C:18](=[O:19])[C:20]2[CH:25]=[CH:24][CH:23]=[C:22]([CH2:26][CH:27]3[CH2:28][CH2:29][NH:30][CH2:31][CH2:32]3)[CH:21]=2)=[CH:4][CH:3]=1 |f:2.3|. Reported procedure: A solution of 1,1-dimethylethyl 4-{[3-({[(6-fluoro-3′-formyl-3-biphenylyl)methyl]amino}carbonyl)phenyl]methyl}-1-piperidinecarboxylate (74 mg, 0.14 mmol) in CH2Cl2 (5 mL) was mixed with 1,1-dimethylethyl (2S)-2-methyl-1-piperazinecarboxylate (26 mg, 0.14 mmol) and NaB(OAc)3H (45 mg, 0.21 mmol). The resulting mixture was stirred for 16 hours, diluted with dichloromethane (30 mL) and washed with brine (10 mL). The organic layer was collected, dried over Na2SO4 and concentrated under vacuum. The re... Starting materials: O=C(N1CCc2ccc(S(=O)(=O)Cl)cc2C1)C(F)(F)F, Cc1ccc(N)cc1. The product is Cc1ccc(NS(=O)(=O)c2ccc3c(c2)CN(C(=O)C(F)(F)F)CC3)cc1. As a reaction SMILES: [F:9][C:10]([C:11](=[O:12])[N:13]1[CH2:14][c:15]2[cH:16][c:17]([S:23](=[O:24])(=[O:25])[Cl:26])[cH:18][cH:19][c:20]2[CH2:21][CH2:22]1)([F:27])[F:28].[c:1]1([CH3:8])[cH:2][cH:3][c:4]([NH2:7])[cH:5][cH:6]1>>[c:1]1([CH3:8])[cH:2][cH:3][c:4]([NH:7][S:23]([c:17]2[cH:16][c:15]3[c:20]([cH:19][cH:18]2)[CH2:21][CH2:22][N:13]([C:11]([C:10]([F:9])([F:27])[F:28])=[O:12])[CH2:14]3)(=[O:24])=[O:25])[cH:5][cH:6]1. Reactants: Cl (HCl), CC=1N=C(N(C1)CC=C(C)C)[N+](=O)[O-] (1-(4-methyl-2-nitro-1H-imidazol-1-yl)-3-methyl-2-butene), N(=O)OCCC(C)C (isoamyl nitrite). Run at temperature 0 celsius, time 30 minute. The product is ClC(C(CN1C(=NC(=C1)C)[N+](=O)[O-])N=O)(C)C (3-Chloro-3-methyl-2-nitroso-1-(4-methyl-2-nitro-1H-imidazol-1-yl)butane). Reaction SMILES: [ClH:1].[CH3:2][C:3]1[N:4]=[C:5]([N+:13]([O-:15])=[O:14])[N:6]([CH2:8][CH:9]=[C:10]([CH3:12])[CH3:11])[CH:7]=1.[N:16]([O:18]CCC(C)C)=O>>[Cl:1][C:10]([CH3:12])([CH3:11])[CH:9]([N:16]=[O:18])[CH2:8][N:6]1[CH:7]=[C:3]([CH3:2])[N:4]=[C:5]1[N+:13]([O-:15])=[O:14]. Procedure: Concentrated HCl (20 mL) was added from an addition flask to a mixture of 1-(4-methyl-2-nitro-1H-imidazol-1-yl)-3-methyl-2-butene (5.0 g, 25.64) and isoamyl nitrite (20 mL), keeping the temperature in the range of 0° C. to 5° C. After the addition the reaction mixture was stirred at ice-cold temperature for 30 minutes. The solid which formed was removed by filtration and washed with ice-cold ethanol. The solid was dispersed in acetonitrile, cooled to 0° C. and filtered to provide the title produ... Reactants: C1(=CC=CC=C1)OC(NC=1C=NC=CC1)=O (pyridin-3-yl-carbamic acid phenyl ester), NC=1C=NC=CC1 (3-aminopyridine). Product: C1(=CC=CC=C1)OC(NCC1=NC=CC=C1)=O (Pyridin-2-ylmethyl-carbamic acid phenyl ester). RXN SMILES: [C:1]1([O:7][C:8](=[O:16])[NH:9][C:10]2[CH:11]=[N:12][CH:13]=[CH:14][CH:15]=2)[CH:6]=[CH:5][CH:4]=[CH:3][CH:2]=1.N[C:18]1C=NC=CC=1>>[C:1]1([O:7][C:8](=[O:16])[NH:9][CH2:10][C:11]2[CH:18]=[CH:15][CH:14]=[CH:13][N:12]=2)[CH:2]=[CH:3][CH:4]=[CH:5][CH:6]=1. Reported procedure: The title compound is prepared analogously to pyridin-3-yl-carbamic acid phenyl ester, by substituting C-pyridin-2-yl-methylamine for 3-aminopyridine. Reactants: FC1=C(C(=O)N)C(=CC(=C1)F)NC=1C2=C(N=C(N1)NC1=C(C=C(C=C1)C1CCN(CC1)CCC)OC)N(C=C2)S(=O)(=O)C2=CC=C(C=C2)C (2,4-difluoro-6-({2-{[2-(methyloxy)-4-(1-propyl-4-piperidinyl)phenyl]amino}-7-[(4-methylphenyl)sulfonyl]-7H-pyrrolo[2,3-d]pyrimidin-4-yl}amino)benzamide), [OH-].[K+] (KOH). Run in O1CCCC1 (tetrahydrofuran), O (water), O1CCOCC1 (dioxane). The product is FC1=C(C(=O)N)C(=CC(=C1)F)NC1=C2C(NC(=N1)NC1=C(C=C(C=C1)C1CCN(CC1)CCC)OC)=NC=C2 (2,4-difluoro-6-[(2-{[2-(methyloxy)-4-(1-propyl-4-piperidinyl)phenyl]amino}-1H-pyrrolo[2,3-d]pyrimidin-4-yl)amino]benzamide). RXN SMILES: [F:1][C:2]1[CH:10]=[C:9]([F:11])[CH:8]=[C:7]([NH:12][C:13]2[C:14]3[CH:39]=[CH:38][N:37](S(C4C=CC(C)=CC=4)(=O)=O)[C:15]=3[N:16]=[C:17]([NH:19][C:20]3[CH:25]=[CH:24][C:23]([CH:26]4[CH2:31][CH2:30][N:29]([CH2:32][CH2:33][CH3:34])[CH2:28][CH2:27]4)=[CH:22][C:21]=3[O:35][CH3:36])[N:18]=2)[C:3]=1[C:4]([NH2:6])=[O:5].[OH-].[K+]>O1CCCC1.O1CCOCC1.O>[F:1][C:2]1[CH:10]=[C:9]([F:11])[CH:8]=[C:7]([NH:12][C:13]2[N:18]=[C:17]([NH:19][C:20]3[CH:25]=[CH:24][C:23]([CH:26]4[CH2:31][CH2:30][N:29]([CH2:32][CH2:33][CH3:34])[CH2:28][CH2:27]4)=[CH:22][C:21]=3[O:35][CH3:36])[NH:16][C:15]3=[N:37][CH:38]=[CH:39][C:14]=23)[C:3]=1[C:4]([NH2:6])=[O:5] |f:1.2|. Reported procedure: 2,4-difluoro-6-({2-{[2-(methyloxy)-4-(1-propyl-4-piperidinyl)phenyl]amino}-7-[(4-methylphenyl)sulfonyl]-7H-pyrrolo[2,3-d]pyrimidin-4-yl}amino)benzamide (9.5 g, 13.7 mmol) was dissolved in tetrahydrofuran (100 mL) and dioxane (400 mL). A solution of KOH (35 g) in water (100 mL) was added to the reaction mixture. The mixture was heated to reflux overnight, and cooled. The organic layer was separated, dried over sodium sulfate, filtered, and adsorbed over silica. Purification by flash silica gel ch... The reactants are C1(CC1)Br (Cyclopropyl bromide), C([O-])([O-])=O.[Cs+].[Cs+] (caesium carbonate), BrC=1C=NNC1 (4-Bromo-1H-pyrazole). Run in CN(C=O)C (dimethylformamide). Run at temperature 160 celsius. Yields the product BrC=1C=NN(C1)C1CC1 (4-Bromo-1-cyclopropyl-1H-pyrazole). As a reaction SMILES: [Br:1][C:2]1[CH:3]=[N:4][NH:5][CH:6]=1.[CH:7]1(Br)[CH2:9][CH2:8]1.C(=O)([O-])[O-].[Cs+].[Cs+]>CN(C)C=O>[Br:1][C:2]1[CH:3]=[N:4][N:5]([CH:7]2[CH2:9][CH2:8]2)[CH:6]=1 |f:2.3.4|. Procedure details: 4-Bromo-1H-pyrazole (1.76 g, 12 mmol) is dissolved in anhydrous dimethylformamide (15 mL). Cyclopropyl bromide (2.9 mL, 36 mmol) and caesium carbonate (7.8 g, 24 mmol) are successively added thereto. The reaction mixture is heated for 15 hours at 160° C. in a sealed flask. At the end of the reaction, the solvent is evaporated off in vacuo and the residue is purified by chromatography over silica gel using heptane and dichloromethane as eluants to yield the expected compound. Starting materials: BrCC1=CC2=CC=CC=C2C=C1 (2-bromomethylnaphthalene), OC=1C=C(C=CC1)C1(CC(OC(C1)C)C)OC (4-(3-hydroxyphenyl)-4-methoxy-2,6-dimethyltetrahydropyran). The product is COC1(CC(OC(C1)C)C)C1=CC(=CC=C1)OCC1=CC2=CC=CC=C2C=C1 (4-methoxy-2,6-dimethyl-4-[3-(naphth-2-ylmethoxy)phenyl]tetrahydropyran). Yield: 91.0%. As a reaction SMILES: Br[CH2:2][C:3]1[CH:12]=[CH:11][C:10]2[C:5](=[CH:6][CH:7]=[CH:8][CH:9]=2)[CH:4]=1.[OH:13][C:14]1[CH:15]=[C:16]([C:20]2([O:28][CH3:29])[CH2:25][CH:24]([CH3:26])[O:23][CH:22]([CH3:27])[CH2:21]2)[CH:17]=[CH:18][CH:19]=1>>[CH3:29][O:28][C:20]1([C:16]2[CH:17]=[CH:18][CH:19]=[C:14]([O:13][CH2:2][C:3]3[CH:12]=[CH:11][C:10]4[C:5](=[CH:6][CH:7]=[CH:8][CH:9]=4)[CH:4]=3)[CH:15]=2)[CH2:25][CH:24]([CH3:26])[O:23][CH:22]([CH3:27])[CH2:21]1. Procedure details: Using the procedure described in Example 5, 2-bromomethylnaphthalene (0.234 g) was reacted with 4-(3-hydroxyphenyl)-4-methoxy-2,6-dimethyltetrahydropyran (0.2 g, less polar isomer) to give 4-methoxy-2,6-dimethyl-4-[3-(naphth-2-ylmethoxy)phenyl]tetrahydropyran (0.29 g, 92%), m.p. 105°-107° C.